This data is from the Open Reaction Database (ORD), a public repository of structured organic reaction records. The task is: describe an organic reaction: reactants, conditions, products, and yield Reactants: CCOC(Cc1ccc(OCCCOc2ccc(C(=O)c3ccccc3)cc2)cc1)C(=O)OC, [Li+], [OH-]. Product: CCOC(Cc1ccc(OCCCOc2ccc(C(=O)c3ccccc3)cc2)cc1)C(=O)O. As a reaction SMILES: [CH3:1][O:2][C:3]([CH:4]([CH2:5][c:6]1[cH:7][cH:8][c:9]([O:12][CH2:13][CH2:14][CH2:15][O:16][c:17]2[cH:18][cH:19][c:20]([C:23]([c:24]3[cH:25][cH:26][cH:27][cH:28][cH:29]3)=[O:30])[cH:21][cH:22]2)[cH:10][cH:11]1)[O:31][CH2:32][CH3:33])=[O:34].[Li+:36].[OH-:35]>>[O:2]=[C:3]([CH:4]([CH2:5][c:6]1[cH:7][cH:8][c:9]([O:12][CH2:13][CH2:14][CH2:15][O:16][c:17]2[cH:18][cH:19][c:20]([C:23]([c:24]3[cH:25][cH:26][cH:27][cH:28][cH:29]3)=[O:30])[cH:21][cH:22]2)[cH:10][cH:11]1)[O:31][CH2:32][CH3:33])[OH:34]. Starting materials: C(C)(C)(C)OC(=O)N1C2CC(CC1CC2)(C=2N=CSC2)O (3-Hydroxy-3-thiazol-4-yl-8-aza-bicyclo[3.2.1]octane-8-carboxylic acid tert-butyl ester), Cl (hydrogen chloride). The solvent is O1CCOCC1 (dioxane). Run at temperature 45 celsius, time 0.5 hour. The product is Cl.S1C=NC(=C1)C1(CC2CCC(C1)N2)O (3-Thiazol-4-yl-8-aza-bicyclo[3.2.1]octan-3-ol hydrochloride). As a reaction SMILES: C(OC([N:8]1[CH:13]2[CH2:14][CH2:15][CH:9]1[CH2:10][C:11]([OH:21])([C:16]1[N:17]=[CH:18][S:19][CH:20]=1)[CH2:12]2)=O)(C)(C)C.[ClH:22]>O1CCOCC1>[ClH:22].[S:19]1[CH:20]=[C:16]([C:11]2([OH:21])[CH2:12][CH:13]3[NH:8][CH:9]([CH2:15][CH2:14]3)[CH2:10]2)[N:17]=[CH:18]1 |f:3.4|. Procedure: 3-Hydroxy-3-thiazol-4-yl-8-aza-bicyclo[3.2.1]octane-8-carboxylic acid tert-butyl ester (0.22 g) was dissolved in a solution of hydrogen chloride in dioxane (4 N, 2.5 mL). The mixture was stirred for 0.5 hours at 45° C. and the solvent removed by evaporation under vacuum. The solid was triturated from ether to afford the title compound (0.20 g). LCMS m/z 211.1 [M+H]+. R.T.=0.35 min. (Analytical Method 3). The reactants are CSC1=CC=C(C=C1)CCCC(=O)O (4-[4-(Methylthio)phenyl]butanoic acid), polyphosphoric acid. Run in O (water). Reaction conditions: temperature 60 celsius. Yields the product CSC1=CC=C2CCCC(C2=C1)=O (7-(Methylthio)-3,4-dihydro-1(2H)-naphthalenone). Reaction SMILES: [CH3:1][S:2][C:3]1[CH:8]=[CH:7][C:6]([CH2:9][CH2:10][CH2:11][C:12]([OH:14])=O)=[CH:5][CH:4]=1>O>[CH3:1][S:2][C:3]1[CH:4]=[C:5]2[C:6]([CH2:9][CH2:10][CH2:11][C:12]2=[O:14])=[CH:7][CH:8]=1. Reported procedure: 0.055 mol of the compound obtained in Step B and 100 g of polyphosphoric acid are introduced into a 500 ml round-bottomed flask. The reaction mixture is heated at 60° C. for 3 hours and is then cooled and poured into water. Extraction with ethyl ether is carried out; the organic phase is washed with water, dried over MgSO4 and evaporated under reduced pressure. The residue obtained is purified by chromatography on silica gel. Yellow oil Reactants: COCCOC, CI, [K+], CCOC(=O)N1CCc2[nH]c3c([N+](=O)[O-])cccc3c2C1, [OH-]. The product is CCOC(=O)N1CCc2c(c3cccc([N+](=O)[O-])c3n2C)C1. RXN SMILES: [CH3:26][O:27][CH2:28][CH2:29][O:30][CH3:31].[I:24][CH3:25].[K+:23].[N+:1](=[O:2])([O-:3])[c:4]1[cH:5][cH:6][cH:7][c:8]2[c:9]3[c:10]([nH:11][c:12]12)[CH2:13][CH2:14][N:15]([C:17](=[O:18])[O:19][CH2:20][CH3:21])[CH2:16]3.[OH-:22]>>[N+:1](=[O:2])([O-:3])[c:4]1[cH:5][cH:6][cH:7][c:8]2[c:9]3[c:10]([n:11]([CH3:25])[c:12]12)[CH2:13][CH2:14][N:15]([C:17](=[O:18])[O:19][CH2:20][CH3:21])[CH2:16]3.